The task is: describe an organic reaction: reactants, conditions, products, and yield. This data is from the Open Reaction Database (ORD), a public repository of structured organic reaction records. Product: FC=1C=C(C=CC1)C1OC2=CC=C(C=C2CC1)OC1=CC=C(C=N1)N (6-[2-(3-fluorophenyl)chroman-6-yloxy]-pyridin-3-ylamine). Starting materials: NC=1C=CC(=NC1)OC=1C=C2CCC(OC2=CC1)C1=CC=CC=C1 (5-amino-2-(2-phenylchroman-6-yloxy)pyridine), FC=1C=C(C=CC1)C1OC2=CC=C(C=C2CC1)OC1=NC=C(C=C1)[N+](=O)[O-] (2-[2-(3-fluorophenyl)chroman-6-yloxy]-5-nitropyridine). RXN SMILES: NC1C=CC(OC2C=C3C(=CC=2)OC(C2C=CC=CC=2)CC3)=NC=1.[F:25][C:26]1[CH:27]=[C:28]([CH:32]2[CH2:41][CH2:40][C:39]3[C:34](=[CH:35][CH:36]=[C:37]([O:42][C:43]4[CH:48]=[CH:47][C:46]([N+:49]([O-])=O)=[CH:45][N:44]=4)[CH:38]=3)[O:33]2)[CH:29]=[CH:30][CH:31]=1>>[F:25][C:26]1[CH:27]=[C:28]([CH:32]2[CH2:41][CH2:40][C:39]3[C:34](=[CH:35][CH:36]=[C:37]([O:42][C:43]4[N:44]=[CH:45][C:46]([NH2:49])=[CH:47][CH:48]=4)[CH:38]=3)[O:33]2)[CH:29]=[CH:30][CH:31]=1. Reported procedure: 6-[2-(3-fluorophenyl)chroman-6-yloxy]-pyridin-3-ylamine was prepared as described for 5-amino-2-(2-phenylchroman-6-yloxy)pyridine in Example 26 starting from 2.34 g of 2-[2-(3-fluorophenyl)chroman-6-yloxy]-5-nitropyridine (Example 9(d)). 1H NMR (400 MHz, d6-DMSO) δ: 7.51 (d, 1H, J 3.0 Hz), 7.44 (m, 1H), 7.30-7.25 (m, 2H), 7.16 (m, 1H), 7.05 (dd, 1H, J 8.6, 3.0 Hz), 6.83-6.73 (m, 3H), 6.69 (d, 1H, J 8.6 Hz), 5.13 (dd, 1H, J 10.0, 3.0 Hz), 5.00 (s, 2H), 2.93 (ddd, 1H, −16.8, 10.5, 5.3 Hz), 2.68 (d... Reactants: C1CSCCN1, C1COCCO1, COc1ccc(Nc2nc(Cl)nc(NC3CCCCCC3)n2)cc1Cl, [Na+], [OH-], O. Product: COc1ccc(Nc2nc(NC3CCCCCC3)nc(N3CCSCC3)n2)cc1Cl. RXN SMILES: [CH2:1]1[CH2:2][S:3][CH2:4][CH2:5][NH:6]1.[CH2:35]1[O:36][CH2:37][CH2:38][O:39][CH2:40]1.[Cl:10][c:11]1[n:12][c:13]([NH:27][CH:28]2[CH2:29][CH2:30][CH2:31][CH2:32][CH2:33][CH2:34]2)[n:14][c:15]([NH:17][c:18]2[cH:19][c:20]([Cl:26])[c:21]([O:24][CH3:25])[cH:22][cH:23]2)[n:16]1.[Na+:8].[OH-:7].[OH2:9]>>[CH2:1]1[CH2:2][S:3][CH2:4][CH2:5][N:6]1[c:11]1[n:12][c:13]([NH:27][CH:28]2[CH2:29][CH2:30][CH2:31][CH2:32][CH2:33][CH2:34]2)[n:14][c:15]([NH:17][c:18]2[cH:19][c:20]([Cl:26])[c:21]([O:24][CH3:25])[cH:22][cH:23]2)[n:16]1.